From a dataset of the Open Reaction Database (ORD), a public repository of structured organic reaction records. describe an organic reaction: reactants, conditions, products, and yield Reported procedure: The title compound was prepared in a manner similar to that described in Example 88 2-(2-bromophenoxy)-6-methylpyrimidin-4-amine and 5-(2-fluoro-4-(4,4,5,5-tetramethyl-1,3,2-dioxaborolan-2-yl)phenyl)pyrimidin-2-amine. MS (ESI): mass calcd. for C21H17FN6O, 388.15; m/z found, 389.0 [M+H]+. 1H NMR (400 MHz, DMSO-d6) δ 8.43 (d, J=1.2, 2H), 7.53 (t, J=8.2, 1H), 7.49-7.44 (m, 1H), 7.41-7.36 (m, 1H), 7.34 (s, 1H), 7.33-7.30 (m, 1H), 7.29-7.25 (m, 1H), 7.12 (d, J=8.0, 1H), 6.85 (s, 2H), 6.82 (s, 2H), 5.... Product: NC1=NC(=NC(=C1)C)OC1=C(C=CC=C1)C1=CC(=C(C=C1)C=1C=NC(=NC1)N)F (5-{2′-[(4-Amino-6-methylpyrimidin-2-yl)oxy]-3-fluorobiphenyl-4-yl}pyrimidin-2-amine). Reaction SMILES: Br[C:2]1[CH:16]=[CH:15][CH:14]=[CH:13][C:3]=1[O:4][C:5]1[N:10]=[C:9]([NH2:11])[CH:8]=[C:7]([CH3:12])[N:6]=1.[F:17][C:18]1[CH:23]=[C:22](B2OC(C)(C)C(C)(C)O2)[CH:21]=[CH:20][C:19]=1[C:33]1[CH:34]=[N:35][C:36]([NH2:39])=[N:37][CH:38]=1>>[NH2:11][C:9]1[CH:8]=[C:7]([CH3:12])[N:6]=[C:5]([O:4][C:3]2[CH:13]=[CH:14][CH:15]=[CH:16][C:2]=2[C:22]2[CH:21]=[CH:20][C:19]([C:33]3[CH:38]=[N:37][C:36]([NH2:39])=[N:35][CH:34]=3)=[C:18]([F:17])[CH:23]=2)[N:10]=1. Reactants: BrC1=C(OC2=NC(=CC(=N2)N)C)C=CC=C1 (2-(2-bromophenoxy)-6-methylpyrimidin-4-amine), FC1=C(C=CC(=C1)B1OC(C(O1)(C)C)(C)C)C=1C=NC(=NC1)N (5-(2-fluoro-4-(4,4,5,5-tetramethyl-1,3,2-dioxaborolan-2-yl)phenyl)pyrimidin-2-amine). The reactants are COc1cc2c(cc1C)oc(=O)n2CC(=O)O, CCN(C(C)C)C(C)C, ClCCl, CNC(CN1CCOCC1)c1ccc(-c2ccccc2)cc1. Product: COc1cc2c(cc1C)oc(=O)n2CC(=O)N(C)C(CN1CCOCC1)c1ccc(-c2ccccc2)cc1. As a reaction SMILES: [CH3:1][c:2]1[cH:3][c:4]2[c:5]([n:6]([CH2:10][C:11](=[O:12])[OH:13])[c:7](=[O:9])[o:8]2)[cH:14][c:15]1[O:16][CH3:17].[CH:18]([N:19]([CH:20]([CH3:21])[CH3:22])[CH2:23][CH3:24])([CH3:25])[CH3:26].[Cl:49][CH2:50][Cl:51].[c:27]1(-[c:43]2[cH:44][cH:45][cH:46][cH:47][cH:48]2)[cH:28][cH:29][c:30]([CH:33]([CH2:34][N:35]2[CH2:36][CH2:37][O:38][CH2:39][CH2:40]2)[NH:41][CH3:42])[cH:31][cH:32]1>>[CH3:1][c:2]1[cH:3][c:4]2[c:5]([n:6]([CH2:10][C:11](=[O:13])[N:41]([CH:33]([c:30]3[cH:29][cH:28][c:27](-[c:43]4[cH:44][cH:45][cH:46][cH:47][cH:48]4)[cH:32][cH:31]3)[CH2:34][N:35]3[CH2:36][CH2:37][O:38][CH2:39][CH2:40]3)[CH3:42])[c:7](=[O:9])[o:8]2)[cH:14][c:15]1[O:16][CH3:17].